Task: describe an organic reaction: reactants, conditions, products, and yield. Dataset: the Open Reaction Database (ORD), a public repository of structured organic reaction records The reactants are FC=1C=C2C(C(NC2=CC1)=O)=O (5-fluoroisatin), O.NN (Hydrazine hydrate), FC=1C=C2C(C(NC2=CC1)=O)=O (5-fluoro-isatin). Conditions: temperature 110 celsius. Product: NC1=C(C=C(C=C1)F)CC(=O)NN ((2-amino-5-fluoro-phenyl)-acetic acid hydrazide). RXN SMILES: [F:1][C:2]1[CH:3]=[C:4]2[C:8](=[CH:9][CH:10]=1)[NH:7][C:6](=[O:11])[C:5]2=O.O.[NH2:14][NH2:15]>>[NH2:7][C:8]1[CH:9]=[CH:10][C:2]([F:1])=[CH:3][C:4]=1[CH2:5][C:6]([NH:14][NH2:15])=[O:11] |f:1.2|. Procedure: Hydrazine hydrate (55%, 3000 mL) and 5-fluoroisatin (300 g) were heated to 100° C. An additional 5-fluoro-isatin (500 g) was added in portions (100 g) over 120 minutes with stirring. The mixture was heated to 110° C. and stirred for 4 hours. The mixture was cooled to room temperature and the solids collected by vacuum filtration to give crude (2-amino-5-fluoro-phenyl)-acetic acid hydrazide (748 g). The hydrazide was suspended in water (700 mL) and the pH of the mixture adjusted to <pH 3 with 12 ... Reactants: O=C(O)C(F)(F)F, Cn1nc(NCC(=O)NC2CNC2)c2cc(C(F)(F)F)ccc21, O=C1CCC(O)(c2ccccc2)CC1. Yields the product Cn1nc(NCC(=O)NC2CN(C3CCC(O)(c4ccccc4)CC3)C2)c2cc(C(F)(F)F)ccc21. RXN SMILES: [F:24][C:25]([F:26])([F:27])[C:28]([OH:29])=[O:30].[NH:1]1[CH2:2][CH:3]([NH:5][C:6]([CH2:7][NH:8][c:9]2[n:10][n:11]([CH3:22])[c:12]3[cH:13][cH:14][c:15]([C:18]([F:19])([F:20])[F:21])[cH:16][c:17]23)=[O:23])[CH2:4]1.[OH:31][C:32]1([c:39]2[cH:40][cH:41][cH:42][cH:43][cH:44]2)[CH2:33][CH2:34][C:35](=[O:38])[CH2:36][CH2:37]1>>[N:1]1([CH:35]2[CH2:34][CH2:33][C:32]([OH:31])([c:39]3[cH:40][cH:41][cH:42][cH:43][cH:44]3)[CH2:37][CH2:36]2)[CH2:2][CH:3]([NH:5][C:6]([CH2:7][NH:8][c:9]2[n:10][n:11]([CH3:22])[c:12]3[cH:13][cH:14][c:15]([C:18]([F:19])([F:20])[F:21])[cH:16][c:17]23)=[O:23])[CH2:4]1. Reactants: O=C(OOC(=O)c1ccccc1)c1ccccc1, O=C([O-])O, CCCCCCCS, C#CCCCCO, CCCCCCC, [Na+]. Product: CCCCCCCSC=CCCCCO. As a reaction SMILES: [C:16]([O:17][O:18][C:19](=[O:20])[c:21]1[cH:22][cH:23][cH:24][cH:25][cH:26]1)(=[O:27])[c:28]1[cH:29][cH:30][cH:31][cH:32][cH:33]1.[C:34](=[O:35])([OH:36])[O-:37].[CH2:1]([CH2:2][CH2:3][CH2:4][CH2:5][CH2:6][CH3:7])[SH:8].[CH2:9]([CH2:10][CH2:11][CH2:12][C:13]#[CH:14])[OH:15].[CH3:39][CH2:40][CH2:41][CH2:42][CH2:43][CH2:44][CH3:45].[Na+:38]>>[CH2:1]([CH2:2][CH2:3][CH2:4][CH2:5][CH2:6][CH3:7])[S:8][CH:14]=[CH:13][CH2:12][CH2:11][CH2:10][CH2:9][OH:15].